This data is from the Open Reaction Database (ORD), a public repository of structured organic reaction records. The task is: describe an organic reaction: reactants, conditions, products, and yield The reactants are OS(=O)(=O)[O-].[K+] (KHSO4), S(=O)(=O)(O)OOS(=O)(=O)[O-].[K+] (potassium hydrogen persulphate), OOS(=O)[O-].[K+] (Oxone), CC1(CC=C(CC1)SC1=CC=CC=C1)C ((4,4-dimethylcyclohex-1enyl)phenyl sulphide), OOS(=O)[O-].[K+] (Oxone), O (water). The solvent is CO (methanol). Conditions: time 64 hour. Product: CC1(CC=C(CC1)S(=O)(=O)C1=CC=CC=C1)C ((4,4-dimethyl-cyclohex-1-enyl)phenyl sulphone). RXN SMILES: [CH3:1][C:2]1([CH3:15])[CH2:7][CH2:6][C:5]([S:8][C:9]2[CH:14]=[CH:13][CH:12]=[CH:11][CH:10]=2)=[CH:4][CH2:3]1.S(OOS([O-])(=O)=O)(O)(=O)=[O:17].[K+].OOS([O-])=O.[K+].OS([O-])(=O)=O.[K+].[OH2:39]>CO>[CH3:1][C:2]1([CH3:15])[CH2:7][CH2:6][C:5]([S:8]([C:9]2[CH:10]=[CH:11][CH:12]=[CH:13][CH:14]=2)(=[O:17])=[O:39])=[CH:4][CH2:3]1 |f:1.2,3.4,5.6|. Reported procedure: A stirred solution of (4,4-dimethylcyclohex-1enyl)phenyl sulphide (1.66 g.) in methanol (30.5 ml.) cooled at 0° C., was treated dropwise with a solution of potassium hydrogen persulphate ("Oxone" brand, containing 2KHSO5. KHSO4.K2SO4 ; "Oxone" is a registered trademark) (9.0 g.) in distilled water (30.5 ml.) at such a rate as to maintain the reaction temperature below 5° C. After the addition was complete, the reaction was stirred for 64 hours. The methanol was then evaporated and the residue wa... Starting materials: [Al+3], CCC(Br)C(=O)Cl, [Cl-], [Cl-], [Cl-], Clc1ccc2sccc2c1, ClCCl, O. Yields the product CCC(Br)C(=O)c1cc2cc(Cl)ccc2s1. Reaction SMILES: [Al+3:9].[Br:1][CH:2]([C:3](=[O:4])[Cl:5])[CH2:6][CH3:7].[Cl-:10].[Cl-:11].[Cl-:8].[Cl:12][c:13]1[cH:14][c:15]2[c:16]([s:17][cH:18][cH:19]2)[cH:20][cH:21]1.[Cl:23][CH2:24][Cl:25].[OH2:22]>>[Br:1][CH:2]([C:3](=[O:4])[c:18]1[s:17][c:16]2[c:15]([cH:14][c:13]([Cl:12])[cH:21][cH:20]2)[cH:19]1)[CH2:6][CH3:7].